This data is from the Open Reaction Database (ORD), a public repository of structured organic reaction records. The task is: describe an organic reaction: reactants, conditions, products, and yield Starting materials: CNCCO, ClCCl, O=S(=O)(Cl)c1ccc(F)cc1F, [Na+], [OH-]. Yields the product CN(CCO)S(=O)(=O)c1ccc(F)cc1F. Reaction SMILES: [CH3:13][NH:14][CH2:15][CH2:16][OH:17].[Cl:18][CH2:19][Cl:20].[F:1][c:2]1[c:3]([S:9](=[O:10])(=[O:11])[Cl:12])[cH:4][cH:5][c:6]([F:8])[cH:7]1.[Na+:22].[OH-:21]>>[F:1][c:2]1[c:3]([S:9](=[O:10])(=[O:11])[N:14]([CH3:13])[CH2:15][CH2:16][OH:17])[cH:4][cH:5][c:6]([F:8])[cH:7]1. The reactants are CS(=O)(=O)CC(=O)O, CO, CCN(C(C)C)C(C)C, ClCCl, CC(C)=C(Cl)N(C)C, Cc1ccc(-n2nc(C(C)(C)C)cc2NC(=O)Nc2ccc(Oc3ccnc(N)c3)c3ccccc23)cc1, N. Yields the product Cc1ccc(-n2nc(C(C)(C)C)cc2NC(=O)Nc2ccc(Oc3ccnc(NC(=O)CS(C)(=O)=O)c3)c3ccccc23)cc1. RXN SMILES: [CH3:1][S:2](=[O:3])(=[O:4])[CH2:5][C:6](=[O:7])[OH:8].[CH3:68][OH:69].[CH:55]([N:56]([CH2:57][CH3:58])[CH:59]([CH3:60])[CH3:61])([CH3:62])[CH3:63].[Cl:65][CH2:66][Cl:67].[Cl:9][C:10]([N:11]([CH3:12])[CH3:13])=[C:14]([CH3:15])[CH3:16].[NH2:17][c:18]1[n:19][cH:20][cH:21][c:22]([O:24][c:25]2[cH:26][cH:27][c:28]([NH:35][C:36](=[O:37])[NH:38][c:39]3[cH:40][c:41]([C:51]([CH3:52])([CH3:53])[CH3:54])[n:42][n:43]3-[c:44]3[cH:45][cH:46][c:47]([CH3:50])[cH:48][cH:49]3)[c:29]3[cH:30][cH:31][cH:32][cH:33][c:34]23)[cH:23]1.[NH3:64]>>[CH3:1][S:2](=[O:3])(=[O:4])[CH2:5][C:6](=[O:8])[NH:17][c:18]1[n:19][cH:20][cH:21][c:22]([O:24][c:25]2[cH:26][cH:27][c:28]([NH:35][C:36](=[O:37])[NH:38][c:39]3[cH:40][c:41]([C:51]([CH3:52])([CH3:53])[CH3:54])[n:42][n:43]3-[c:44]3[cH:45][cH:46][c:47]([CH3:50])[cH:48][cH:49]3)[c:29]3[cH:30][cH:31][cH:32][cH:33][c:34]23)[cH:23]1. Product: O=C(O)C1CC(C2CCCCC2)CN1C(=O)CP(=O)(O)CCCCc1ccccc1. Starting materials: C[Si](C)(C)Br, C[Si](C)(C)C(C(N)=O)[Si](C)(C)C, CCOP(=O)(CCCCc1ccccc1)CC(=O)N1CC(C2CCCCC2)CC1C(=O)O, ClCCl, O. RXN SMILES: [Br:45][Si:46]([CH3:47])([CH3:48])[CH3:49].[CH3:33][Si:34]([CH:35]([Si:36]([CH3:37])([CH3:38])[CH3:39])[C:40]([NH2:41])=[O:42])([CH3:43])[CH3:44].[CH:1]1([CH:7]2[CH2:8][CH:9]([C:30](=[O:31])[OH:32])[N:10]([C:12]([CH2:13][P:14](=[O:15])([CH2:16][CH2:17][CH2:18][CH2:19][c:20]3[cH:21][cH:22][cH:23][cH:24][cH:25]3)[O:26][CH2:27][CH3:28])=[O:29])[CH2:11]2)[CH2:2][CH2:3][CH2:4][CH2:5][CH2:6]1.[Cl:51][CH2:52][Cl:53].[OH2:50]>>[CH:1]1([CH:7]2[CH2:8][CH:9]([C:30](=[O:31])[OH:32])[N:10]([C:12]([CH2:13][P:14](=[O:15])([CH2:16][CH2:17][CH2:18][CH2:19][c:20]3[cH:21][cH:22][cH:23][cH:24][cH:25]3)[OH:26])=[O:29])[CH2:11]2)[CH2:2][CH2:3][CH2:4][CH2:5][CH2:6]1. Starting materials: C1COCCO1, Cl[Pd]Cl, CC1C(c2cc(C(F)(F)F)cc(C(F)(F)F)c2)OC(=O)N1Cc1cc(F)ccc1Br, COc1cc(F)c(C(C)C)cc1B(O)O, [K+], [OH-]. Product: COc1cc(F)c(C(C)C)cc1-c1ccc(F)cc1CN1C(=O)OC(c2cc(C(F)(F)F)cc(C(F)(F)F)c2)C1C. As a reaction SMILES: [CH2:48]1[O:49][CH2:50][CH2:51][O:52][CH2:53]1.[Cl:54][Pd:55][Cl:56].[F:1][C:2]([c:3]1[cH:4][c:5]([CH:13]2[CH:14]([CH3:28])[N:15]([CH2:19][c:20]3[c:21]([Br:27])[cH:22][cH:23][c:24]([F:26])[cH:25]3)[C:16](=[O:18])[O:17]2)[cH:6][c:7]([C:9]([F:10])([F:11])[F:12])[cH:8]1)([F:29])[F:30].[F:31][c:32]1[cH:33][c:34]([O:44][CH3:45])[c:35]([B:41]([OH:42])[OH:43])[cH:36][c:37]1[CH:38]([CH3:39])[CH3:40].[K+:47].[OH-:46]>>[F:1][C:2]([c:3]1[cH:4][c:5]([CH:13]2[CH:14]([CH3:28])[N:15]([CH2:19][c:20]3[c:21](-[c:35]4[c:34]([O:44][CH3:45])[cH:33][c:32]([F:31])[c:37]([CH:38]([CH3:39])[CH3:40])[cH:36]4)[cH:22][cH:23][c:24]([F:26])[cH:25]3)[C:16](=[O:18])[O:17]2)[cH:6][c:7]([C:9]([F:10])([F:11])[F:12])[cH:8]1)([F:29])[F:30]. The reactants are BrC1=C(C=CC=C1)[C@@H](C)OC[C@@H](CN1[C@@H](CCC1)CC1=CC(=C(C=C1)C)F)O[Si](C)(C)C(C)(C)C ((2S)-1-[(2R)-3-[(1R)-1-(2-Bromophenyl)ethoxy]-2-{[tert-butyl(dimethyl)silyl]oxy}propyl]-2-(3-fluoro-4-methylbenzyl)pyrrolidine), Example 180 ( 180b ), C(CCC)[Sn](C=C)(CCCC)CCCC (tributyl(vinyl) tin), tetrakistriphenyl phosphine palladium. The solvent is O1CCOCC1 (1,4-dioxane). Conditions: temperature 100 celsius, time 16 hour. The product is [Si](C)(C)(C(C)(C)C)O[C@H](CN1[C@@H](CCC1)CC1=CC(=C(C=C1)C)F)CO[C@H](C)C1=C(C=CC=C1)C=C ((2S)-1-{(2R)-2-{[Tert-butyl(dimethyl)silyl]oxy}-3-[(1R)-1-(2-ethenylphenyl)ethoxy]propyl}-2-(3-fluoro-4-methylbenzyl)pyrrolidine). Yield: 78.0%. RXN SMILES: Br[C:2]1[CH:7]=[CH:6][CH:5]=[CH:4][C:3]=1[C@H:8]([O:10][CH2:11][C@H:12]([O:28][Si:29]([C:32]([CH3:35])([CH3:34])[CH3:33])([CH3:31])[CH3:30])[CH2:13][N:14]1[CH2:18][CH2:17][CH2:16][C@H:15]1[CH2:19][C:20]1[CH:25]=[CH:24][C:23]([CH3:26])=[C:22]([F:27])[CH:21]=1)[CH3:9].[CH2:36]([Sn](CCCC)(CCCC)C=C)[CH2:37]CC>O1CCOCC1>[Si:29]([O:28][C@@H:12]([CH2:11][O:10][C@@H:8]([C:3]1[CH:4]=[CH:5][CH:6]=[CH:7][C:2]=1[CH:36]=[CH2:37])[CH3:9])[CH2:13][N:14]1[CH2:18][CH2:17][CH2:16][C@H:15]1[CH2:19][C:20]1[CH:25]=[CH:24][C:23]([CH3:26])=[C:22]([F:27])[CH:21]=1)([C:32]([CH3:35])([CH3:34])[CH3:33])([CH3:31])[CH3:30]. Procedure details: (2S)-1-[(2R)-3-[(1R)-1-(2-Bromophenyl)ethoxy]-2-{[tert-butyl(dimethyl)silyl]oxy}propyl]-2-(3-fluoro-4-methylbenzyl)pyrrolidine (1712 mg, 3.03 mmol), which had been obtained in Example 180 (180b), was dissolved in 1,4-dioxane (30 mL), added with tributyl(vinyl) tin (1.33 mL, 4.55 mL) and tetrakistriphenyl phosphine palladium (347 mg, 0.30 mmol), and stirred for 16 hours at 100° C. After cooling the reaction solution to room temperature, the solvent was distilled off under reduced pressure. The re... Reactants: N#CC1(Nc2ccc(Cl)cc2)CCN(Cc2ccccc2)CC1, CC(Cl)OC(=O)Cl, O=C([O-])Cl, CC(Cl)Cl. The product is N#CC1(Nc2ccc(Cl)cc2)CCNCC1. RXN SMILES: [CH2:1]([c:2]1[cH:3][cH:4][cH:5][cH:6][cH:7]1)[N:8]1[CH2:9][CH2:10][C:11]([C:14]#[N:15])([NH:16][c:17]2[cH:18][cH:19][c:20]([Cl:23])[cH:21][cH:22]2)[CH2:12][CH2:13]1.[Cl:24][C:25]([O:26][CH:27]([Cl:28])[CH3:29])=[O:30].[Cl:31][C:32]([O-:33])=[O:34].[Cl:35][CH:36]([Cl:37])[CH3:38]>>[NH:8]1[CH2:9][CH2:10][C:11]([C:14]#[N:15])([NH:16][c:17]2[cH:18][cH:19][c:20]([Cl:23])[cH:21][cH:22]2)[CH2:12][CH2:13]1. The reactants are Clc1cc(Cl)c2c(c1)CCN2, CCC(C1CC1)n1cc(Cl)nc(Cl)c1=O. The product is CCC(C1CC1)n1cc(Cl)nc(N2CCc3cc(Cl)cc(Cl)c32)c1=O. As a reaction SMILES: [Cl:16][c:17]1[cH:18][c:19]2[c:23]([c:24]([Cl:26])[cH:25]1)[NH:22][CH2:21][CH2:20]2.[Cl:1][c:2]1[c:3](=[O:15])[n:4]([CH:9]([CH2:10][CH3:11])[CH:12]2[CH2:13][CH2:14]2)[cH:5][c:6]([Cl:8])[n:7]1>>[c:2]1([N:22]2[CH2:21][CH2:20][c:19]3[cH:18][c:17]([Cl:16])[cH:25][c:24]([Cl:26])[c:23]32)[c:3](=[O:15])[n:4]([CH:9]([CH2:10][CH3:11])[CH:12]2[CH2:13][CH2:14]2)[cH:5][c:6]([Cl:8])[n:7]1. Reactants: IC1=C(SC=C1C)C(=O)OC (methyl 3-iodo-4-methylthiophene-2-carboxylate), CB1OB(OB(O1)C)C (trimethylboroxine). Reagents/catalysts: [Pd](Cl)Cl.C(C)(C)(C)P([C-]1C=CC=C1)C(C)(C)C.[C-]1(C=CC=C1)P(C(C)(C)C)C(C)(C)C.[Fe+2] (1,1′-bis(di-tert-butylphosphino)ferrocene palladium dichloride). Solvent: C1CCOC1 (THF). Product: CC1=C(SC=C1C)C(=O)OC (methyl 3,4-dimethylthiophene-2-carboxylate). Reaction SMILES: I[C:2]1[C:6]([CH3:7])=[CH:5][S:4][C:3]=1[C:8]([O:10][CH3:11])=[O:9].[CH3:12]B1OB(C)OB(C)O1>C1COCC1.[Pd](Cl)Cl.C(P(C(C)(C)C)[C-]1C=CC=C1)(C)(C)C.[C-]1(P(C(C)(C)C)C(C)(C)C)C=CC=C1.[Fe+2]>[CH3:12][C:2]1[C:6]([CH3:7])=[CH:5][S:4][C:3]=1[C:8]([O:10][CH3:11])=[O:9] |f:3.4.5.6|. Procedure: A solution of methyl 3-iodo-4-methylthiophene-2-carboxylate (400 mg, 1.418 mmol), trimethylboroxine (793 μL, 5.67 mmol) and 1,1′-bis(di-tert-butylphosphino)ferrocene palladium dichloride (92 mg, 0.142 mmol) in THF (2363 μL) was degassed by bubbling N2 through the solution. 1N aq. K2CO3 (2363 μL) was added and N2 was bubbled through the mixture for 30 s. The mixture was subjected to microwave irradiation in a sealed tube at 120° C. for 30 min. The reaction mixture was filtered through a plug of s...